This data is from the Open Reaction Database (ORD), a public repository of structured organic reaction records. The task is: describe an organic reaction: reactants, conditions, products, and yield Starting materials: [H-].[Na+] (NaH), ClC=1C=C(C=CC1)[C@H]1C[C@@](C(N[C@@H]1C1=CC=C(C=C1)Cl)=O)(CSC)C ((3S,5R,6S)-5-(3-chlorophenyl)-6-(4-chlorophenyl)-3-methyl-3-(methylthiomethyl)piperidin-2-one), BrC(CC)CC (3-bromopentane). The solvent is O (water). Reaction conditions: temperature 120 celsius. The product is ClC=1C=C(C=CC1)[C@H]1C[C@@](C(N([C@@H]1C1=CC=C(C=C1)Cl)C(CC)CC)=O)(CSC)C ((3S,5R,6S)-5-(3-chlorophenyl)-6-(4-chlorophenyl)-3-methyl-3-(methylthiomethyl)-1-(pentan-3-yl)piperidin-2-one). RXN SMILES: [H-].[Na+].[Cl:3][C:4]1[CH:5]=[C:6]([C@@H:10]2[C@@H:15]([C:16]3[CH:21]=[CH:20][C:19]([Cl:22])=[CH:18][CH:17]=3)[NH:14][C:13](=[O:23])[C@@:12]([CH3:27])([CH2:24][S:25][CH3:26])[CH2:11]2)[CH:7]=[CH:8][CH:9]=1.Br[CH:29]([CH2:32][CH3:33])[CH2:30][CH3:31]>O>[Cl:3][C:4]1[CH:5]=[C:6]([C@@H:10]2[C@@H:15]([C:16]3[CH:21]=[CH:20][C:19]([Cl:22])=[CH:18][CH:17]=3)[N:14]([CH:29]([CH2:32][CH3:33])[CH2:30][CH3:31])[C:13](=[O:23])[C@@:12]([CH3:27])([CH2:24][S:25][CH3:26])[CH2:11]2)[CH:7]=[CH:8][CH:9]=1 |f:0.1|. Reported procedure: NaH (0.076 g, 1.900 mmol) was added to a solution of (3S,5R,6S)-5-(3-chlorophenyl)-6-(4-chlorophenyl)-3-methyl-3-(methylthiomethyl)piperidin-2-one (Example 88, step E) (0.150 g, 0.380 mmol) in 3-bromopentane (1.42 mL, 11.41 mmol) at rt under nitrogen. The reaction mixture was heated at 120° C. for 24 hours, cooled to rt, diluted with water and extracted with DCM three times. The organics were pooled, washed with sat. aq. NaCl solution, dried (MgSO4), filtered and concentrated in vacuo to provide... Reactants: C1COCCN1, C1COCCO1, Clc1cc(Cl)n2ncc(-c3ccccc3)c2n1. Yields the product Clc1cc(N2CCOCC2)n2ncc(-c3ccccc3)c2n1. RXN SMILES: [CH2:18]1[CH2:19][O:20][CH2:21][CH2:22][NH:23]1.[CH2:24]1[O:25][CH2:26][CH2:27][O:28][CH2:29]1.[Cl:1][c:2]1[n:3][c:4]2[n:5]([c:6]([Cl:8])[cH:7]1)[n:9][cH:10][c:11]2-[c:12]1[cH:13][cH:14][cH:15][cH:16][cH:17]1>>[Cl:1][c:2]1[n:3][c:4]2[n:5]([c:6]([N:23]3[CH2:18][CH2:19][O:20][CH2:21][CH2:22]3)[cH:7]1)[n:9][cH:10][c:11]2-[c:12]1[cH:13][cH:14][cH:15][cH:16][cH:17]1. Reactants: NC(N)=O, O, NCCNCCO. Product: O=C1NCCN1CCO. Reaction SMILES: [NH2:8][C:9]([NH2:10])=[O:11].[OH2:12].[OH:1][CH2:2][CH2:3][NH:4][CH2:5][CH2:6][NH2:7]>>[OH:1][CH2:2][CH2:3][N:4]1[CH2:5][CH2:6][NH:7][C:9]1=[O:11]. The reactants are CCOC(=O)C=CC(=O)OCC, CCO, ONc1ccccc1. Yields the product CCOC(=O)CC(C(=O)OCC)N(O)c1ccccc1. Reaction SMILES: [C:1]([CH:2]=[CH:3][C:4](=[O:5])[O:6][CH2:7][CH3:8])(=[O:9])[O:10][CH2:11][CH3:12].[CH3:21][CH2:22][OH:23].[OH:13][NH:14][c:15]1[cH:16][cH:17][cH:18][cH:19][cH:20]1>>[C:1]([CH2:2][CH:3]([C:4](=[O:5])[O:6][CH2:7][CH3:8])[N:14]([OH:13])[c:15]1[cH:16][cH:17][cH:18][cH:19][cH:20]1)(=[O:9])[O:10][CH2:11][CH3:12].